Dataset: the Open Reaction Database (ORD), a public repository of structured organic reaction records. Task: describe an organic reaction: reactants, conditions, products, and yield As a reaction SMILES: [NH2:28][c:29]1[cH:30][cH:31][cH:32][cH:33][cH:34]1.[nH:1]1[n:2][cH:3][c:4]2[c:5](-[c:10]3[n:11][c:12]([N:22]4[CH2:23][CH2:24][O:25][CH2:26][CH2:27]4)[c:13]4[c:14]([n:15]3)[cH:16][c:17]([C:19](=[O:20])[OH:21])[s:18]4)[cH:6][cH:7][cH:8][c:9]12>>[nH:1]1[n:2][cH:3][c:4]2[c:5](-[c:10]3[n:11][c:12]([N:22]4[CH2:23][CH2:24][O:25][CH2:26][CH2:27]4)[c:13]4[c:14]([n:15]3)[cH:16][c:17]([C:19](=[O:21])[NH:28][c:29]3[cH:30][cH:31][cH:32][cH:33][cH:34]3)[s:18]4)[cH:6][cH:7][cH:8][c:9]12. Starting materials: Nc1ccccc1, O=C(O)c1cc2nc(-c3cccc4[nH]ncc34)nc(N3CCOCC3)c2s1. Yields the product O=C(Nc1ccccc1)c1cc2nc(-c3cccc4[nH]ncc34)nc(N3CCOCC3)c2s1. Isolated yield 30.8%. Reported procedure: Preparation of N-(4-methylthiazol-2-yl-3-phenoxy-5-(1-(pyridin-2-yl)ethylthio)pyridin-2-amine dihydrochloride: Following the procedure in Example 16, methyl 3-(6-(4-methylthiazol-2-ylamino)-5-phenoxypyridin-3-ylthio)propanoate (0.325 g, 0.809 mmol), 1M potassium 2-methylpropan-2-olate (2.83 mL, 2.83 mmol), and 2-(1-bromoethyl)pyridine (0.151 g, 0.809 mmol) were reacted to provide N-(4-methylthiazol-2-yl)-3-phenoxy-5-(1-(pyridin-2-yl)ethylthio)pyridin-2-amine hydrochloride (0.114 g, 30.8%) after ... Yields the product Cl.CC=1N=C(SC1)NC1=NC=C(C=C1OC1=CC=CC=C1)SC(C)C1=NC=CC=C1 (N-(4-methylthiazol-2-yl)-3-phenoxy-5-(1-(pyridin-2-yl)ethylthio)pyridin-2-amine hydrochloride). Reaction SMILES: [ClH:1].Cl.CC1N=C([C:9]2[C:14]([S:15][CH:16]([C:18]3[CH:23]=[CH:22][CH:21]=[CH:20][N:19]=3)[CH3:17])=[CH:13][N:12]=[C:11]([NH2:24])[C:10]=2[O:25][C:26]2[CH:31]=[CH:30][CH:29]=[CH:28][CH:27]=2)SC=1.[CH3:32][C:33]1[N:34]=[C:35](NC2N=CC(SCCC(OC)=O)=CC=2OC2C=CC=CC=2)[S:36][CH:37]=1.CC([O-])(C)C.[K+].BrC(C1C=CC=CN=1)C>>[ClH:1].[CH3:32][C:33]1[N:34]=[C:35]([NH:24][C:11]2[C:10]([O:25][C:26]3[CH:31]=[CH:30][CH:29]=[CH:28][CH:27]=3)=[CH:9][C:14]([S:15][CH:16]([C:18]3[CH:23]=[CH:22][CH:21]=[CH:20][N:19]=3)[CH3:17])=[CH:13][N:12]=2)[S:36][CH:37]=1 |f:0.1.2,4.5,7.8|. Starting materials: Cl.Cl.CC=1N=C(SC1)C1=C(C(=NC=C1SC(C)C1=NC=CC=C1)N)OC1=CC=CC=C1 (4-methylthiazol-2-yl-3-phenoxy-5-(1-(pyridin-2-yl)ethylthio)pyridin-2-amine dihydrochloride), BrC(C)C1=NC=CC=C1 (2-(1-bromoethyl)pyridine), CC=1N=C(SC1)NC1=C(C=C(C=N1)SCCC(=O)OC)OC1=CC=CC=C1 (methyl 3-(6-(4-methylthiazol-2-ylamino)-5-phenoxypyridin-3-ylthio)propanoate), CC(C)(C)[O-].[K+] (potassium 2-methylpropan-2-olate). Starting materials: ClC1=C2C(=C(C3=NC4=C(N31)C=CC=C4)C(=O)N)CCC2 (11-chloro-2,3-dihydro-1H-cyclopenta[4,5]pyrido[1,2-a]benzimidazole-4-carboxamide), CCN(C(C)C)C(C)C (DIPEA), CN1CCCC1=O (NMP), Cl.C12CNCCC2(C1)CO (3-azabicyclo[4.1.0]hept-6-ylmethanol hydrochloride). Run in O (water). Product: OCC12CCN(CC2C1)C1=C2C(=C(C3=NC4=C(N31)C=CC=C4)C(=O)N)CCC2 (11-[6-(hydroxymethyl)-3-azabicyclo[4.1.0]hept-3-yl]-2,3-dihydro-1H-cyclopenta[4,5]pyrido[1,2-a]benzimidazole-4-carboxamide). Isolated yield 74.8%. Reaction SMILES: Cl[C:2]1[N:10]2[C:6](=[N:7][C:8]3[CH:14]=[CH:13][CH:12]=[CH:11][C:9]=32)[C:5]([C:15]([NH2:17])=[O:16])=[C:4]2[CH2:18][CH2:19][CH2:20][C:3]=12.CCN(C(C)C)C(C)C.CN1C(=O)CCC1.Cl.[CH:38]12[CH2:44][C:43]1([CH2:45][OH:46])[CH2:42][CH2:41][NH:40][CH2:39]2>O>[OH:46][CH2:45][C:43]12[CH2:44][CH:38]1[CH2:39][N:40]([C:2]1[N:10]3[C:6](=[N:7][C:8]4[CH:14]=[CH:13][CH:12]=[CH:11][C:9]=43)[C:5]([C:15]([NH2:17])=[O:16])=[C:4]3[CH2:18][CH2:19][CH2:20][C:3]=13)[CH2:41][CH2:42]2 |f:3.4|. Procedure details: 11-chloro-2,3-dihydro-1H-cyclopenta[4,5]pyrido[1,2-a]benzimidazole-4-carboxamide (800 mg) and DIPEA (1.95 ml) were added to an NMP suspension of 3-azabicyclo[4.1.0]hept-6-ylmethanol hydrochloride (1.01 g), and stirring was performed at 220° C. for 60 minutes under microwave irradiation. The reaction liquid was added to water and the precipitate was collected by filtration. The resulting solid was purified by silica gel column chromatography (MeOH/chloroform) to obtain 11-[6-(hydroxymethyl)-3-aza... The reactants are CC(C)(C)OC(NCCCC(C=1SC=CN1)O)=O ([4-Hydroxy-4-(2-thiazolyl)butyl]carbamic acid 1,1-dimethylethyl ester), ClC1=C(C=C(C=C1)C(F)(F)F)O (2-chloro-5-trifluoromethylphenol). Product: CC(C)(C)OC(NCCCC(C=1SC=CN1)OC1=C(C=CC(=C1)C(F)(F)F)Cl)=O ([4-(2-Chloro-5-(trifluoromethyl)phenoxy)-4-(2-thiazolyl)butyl]carbamic acid 1,1-dimethylethyl ester). As a reaction SMILES: [CH3:1][C:2]([O:5][C:6](=[O:18])[NH:7][CH2:8][CH2:9][CH2:10][CH:11]([OH:17])[C:12]1[S:13][CH:14]=[CH:15][N:16]=1)([CH3:4])[CH3:3].[Cl:19][C:20]1[CH:25]=[CH:24][C:23]([C:26]([F:29])([F:28])[F:27])=[CH:22][C:21]=1O>>[CH3:4][C:2]([O:5][C:6](=[O:18])[NH:7][CH2:8][CH2:9][CH2:10][CH:11]([O:17][C:21]1[CH:22]=[C:23]([C:26]([F:28])([F:29])[F:27])[CH:24]=[CH:25][C:20]=1[Cl:19])[C:12]1[S:13][CH:14]=[CH:15][N:16]=1)([CH3:1])[CH3:3]. Procedure details: The subtitle compound was prepared according to the method of Example 19 step (b) using the product of Example 43 step (c) and 2-chloro-5-trifluoromethylphenol. Starting materials: Brc1ccsc1-c1cccs1, [Li]CCCC, CCOCC, O=C(c1ccccc1)c1ccccc1. The product is OC(c1ccccc1)(c1ccccc1)c1ccsc1-c1cccs1. Reaction SMILES: [Br:1][c:2]1[c:3](-[c:7]2[s:8][cH:9][cH:10][cH:11]2)[s:4][cH:5][cH:6]1.[CH2:12]([Li:13])[CH2:14][CH2:15][CH3:16].[CH2:31]([O:32][CH2:33][CH3:34])[CH3:35].[O:17]=[C:18]([c:19]1[cH:20][cH:21][cH:22][cH:23][cH:24]1)[c:25]1[cH:26][cH:27][cH:28][cH:29][cH:30]1>>[c:2]1([C:18]([OH:17])([c:19]2[cH:20][cH:21][cH:22][cH:23][cH:24]2)[c:25]2[cH:26][cH:27][cH:28][cH:29][cH:30]2)[c:3](-[c:7]2[s:8][cH:9][cH:10][cH:11]2)[s:4][cH:5][cH:6]1. Solvent: C(C)OCC (diethyl ether), C(Cl)Cl (CH2Cl2). Run at time 30 minute. The product is FC1=CC=C(C=C1)S(=O)(=O)NCC1CCN(CC1)C(=O)OC(C)(C)C (4-(N-((4-Fluorophenyl)sulfonyl)aminomethyl)-1-tert-butoxycarbonylpiperidine). Reaction SMILES: C(N(C(C)C)CC)(C)C.[NH2:10][CH2:11][CH:12]1[CH2:17][CH2:16][N:15]([C:18]([O:20][C:21]([CH3:24])([CH3:23])[CH3:22])=[O:19])[CH2:14][CH2:13]1.[F:25][C:26]1[CH:31]=[CH:30][C:29]([S:32](Cl)(=[O:34])=[O:33])=[CH:28][CH:27]=1>C(Cl)Cl.C(OCC)C>[F:25][C:26]1[CH:31]=[CH:30][C:29]([S:32]([NH:10][CH2:11][CH:12]2[CH2:17][CH2:16][N:15]([C:18]([O:20][C:21]([CH3:24])([CH3:23])[CH3:22])=[O:19])[CH2:14][CH2:13]2)(=[O:34])=[O:33])=[CH:28][CH:27]=1. Isolated yield 82.0%. The reactants are C(C)(C)N(CC)C(C)C (Diisopropylethylamine), NCC1CCN(CC1)C(=O)OC(C)(C)C (4-(aminomethyl)-1-tert-butoxycarbonylpiperidine), FC1=CC=C(C=C1)S(=O)(=O)Cl ((4-fluorophenyl)sulfonyl chloride). Procedure details: Diisopropylethylamine (DIEA, 0.7 mL, 2 mmol) was added to a solution of 4-(aminomethyl)-1-tert-butoxycarbonylpiperidine (200 mg, 0.93 mmol) in 5 mL of CH2Cl2 under nitrogen. (4-fluorophenyl)sulfonyl chloride (195 mg, 1 mmol) was then added, and the reaction mixture was stirred at room temperature for 30 min. The solution was diluted with diethyl ether, washed with 1N HCl, 1N NaOH, and brine, and then dried over MgSO4. The solution was then concentrated to afford 284 mg (82% yield) of the title c... The reactants are C(C=C)(=O)OCCCCCCOC1=CC=C(C=C1)C=1C(=C(C=2C(C3=CC=CC=C3C(C2C1N)=O)=O)N)C(=O)[O-] (4-(6-Acryloyloxyhexyloxy)phenyl-1,4diaminoanthraquinone-2-carboxylate), C(C=C)(=O)Cl (acryloylchloride). Reagents/catalysts: CN(C)C=1C=CN=CC1 (DMAP). The solvent is C(Cl)Cl (methylenechloride), C(Cl)Cl (methylenechloride). Conditions: temperature 0 celsius, time 30 minute. Yields the product C(CCCCCC)C1=CC=C(C=C1)OC(=O)C1=C(C=2C(C3=CC=CC=C3C(C2C(=C1)NC(C=C)=O)=O)=O)N ((4-heptylphenyl)-4-acrylamido-1-aminoanthraquinone-2-carboxylate). Isolated yield 199.8%. RXN SMILES: C(OCCCCCCOC1C=CC([C:19]2[C:20]([C:37]([O-:39])=[O:38])=[C:21]([NH2:36])[C:22]3[C:23](=[O:35])[C:24]4[C:29]([C:30](=[O:34])[C:31]=3[C:32]=2[NH2:33])=[CH:28][CH:27]=[CH:26][CH:25]=4)=CC=1)(=O)C=C.[C:40](Cl)(=[O:43])[CH:41]=[CH2:42]>C(Cl)Cl.CN(C1C=CN=CC=1)C>[CH2:23]([C:22]1[CH:21]=[CH:20][C:19]([O:39][C:37]([C:20]2[CH:19]=[C:32]([NH:33][C:40](=[O:43])[CH:41]=[CH2:42])[C:31]3[C:30](=[O:34])[C:29]4[C:24](=[CH:25][CH:26]=[CH:27][CH:28]=4)[C:23](=[O:35])[C:22]=3[C:21]=2[NH2:36])=[O:38])=[CH:32][CH:31]=1)[CH2:24][CH2:25][CH2:26][CH2:27][CH2:28][CH3:29]. Procedure details: To a stirred solution of 0.91 g of (4-heptylphenyl)-1,4-diaminoanthraquinone-2-carboxylate (preparation analogous to example 1) in 80 ml of methylenechloride, cooled to 0° C. was added dropwise (over a period of 30 min) a solution of 0.36 g of acryloylchloride in 20 ml of methylenechloride. After stirring for 1 h at 0° C. and 30 min at room temperature, DMAP was added and stirring was continued for further 60 min. The reaction mixture was then concentrated to half its volume and passed through a... Starting materials: Cc1c[nH]cn1, Cc1[nH]c(=O)[nH]c1C(=O)c1ccc(F)cc1, O. The product is Cc1cn(-c2ccc(C(=O)c3[nH]c(=O)[nH]c3C)cc2)cn1. RXN SMILES: [CH3:17][c:18]1[n:19][cH:20][nH:21][cH:22]1.[F:1][c:2]1[cH:3][cH:4][c:5]([C:6](=[O:7])[c:8]2[nH:9][c:10](=[O:14])[nH:11][c:12]2[CH3:13])[cH:15][cH:16]1.[OH2:23]>>[c:2]1(-[n:21]2[cH:20][n:19][c:18]([CH3:17])[cH:22]2)[cH:3][cH:4][c:5]([C:6](=[O:7])[c:8]2[nH:9][c:10](=[O:14])[nH:11][c:12]2[CH3:13])[cH:15][cH:16]1. Reactants: BrC=1C=C(C=NC1)C(CC1=CC=C(C=C1)SC)=O (1-(5-bromo-3-pyridinyl)-2-[4-(methylsulfanyl)phenyl]-1-ethanone), [H-].[Na+] (NaH), C(C=CC1=CC=CC=C1)Br (cinnamyl bromide). Solvent: CN(C)C=O (DMF). Product: BrC=1C=C(C=NC1)C(C(C\C=C\C1=CC=CC=C1)C1=CC=C(C=C1)SC)=O ((E)-1-(5 bromo-3-pyridinyl)-2-[4-(methylsulfanyl)phenyl]-5-phenyl-4-penten-1-one). As a reaction SMILES: [Br:1][C:2]1[CH:3]=[C:4]([C:8](=[O:18])[CH2:9][C:10]2[CH:15]=[CH:14][C:13]([S:16][CH3:17])=[CH:12][CH:11]=2)[CH:5]=[N:6][CH:7]=1.[H-].[Na+].[CH2:21](Br)[CH:22]=[CH:23][C:24]1[CH:29]=[CH:28][CH:27]=[CH:26][CH:25]=1>CN(C=O)C>[Br:1][C:2]1[CH:3]=[C:4]([C:8](=[O:18])[CH:9]([C:10]2[CH:15]=[CH:14][C:13]([S:16][CH3:17])=[CH:12][CH:11]=2)[CH2:21]/[CH:22]=[CH:23]/[C:24]2[CH:29]=[CH:28][CH:27]=[CH:26][CH:25]=2)[CH:5]=[N:6][CH:7]=1 |f:1.2|. Reported procedure: To 1-(5-bromo-3-pyridinyl)-2-[4-(methylsulfanyl)phenyl]-1-ethanone in DMF (2.5 mL) at 0° C. was added NaH (15 mg, 0.5 mmole). The reaction was stirred 30 minutes, at which point cinnamyl bromide (0.1 g, 0.5 mmole) was added and the reaction was allowed to warm to room temperature. The reaction was quenched with H2O and extracted with ethyl acetate. The organic phase was dried (Na2SO4), filtered, and evaporated to give the title compound. The reactants are [N+](=O)([O-])C=1C=C(C=CC1)C=C1C(CCCC1)=O (2-(3-nitrophenylmethylene)cyclohexanone), C1(CC(CCC1)=O)=O (1,3-cyclohexanedione), C(C)(=O)[O-].[NH4+] (ammonium acetate). Run in C(C)O (ethanol). Product: [N+](=O)([O-])C=1C=C(C=CC1)C1C=2CCCCC2NC=2CCCC(C12)=O (9-(3-Nitrophenyl)-3,4,5,6,7,8,9,10-octahydro-1(2H)-acridinone). The yield is 7.6%. Reaction SMILES: [N+:1]([C:4]1[CH:5]=[C:6]([CH:10]=[C:11]2[CH2:16][CH2:15][CH2:14][CH2:13][C:12]2=[O:17])[CH:7]=[CH:8][CH:9]=1)([O-:3])=[O:2].[C:18]1(=O)[CH2:23][CH2:22][CH2:21][C:20](=O)[CH2:19]1.C([O-])(=O)C.[NH4+:30]>C(O)C>[N+:1]([C:4]1[CH:5]=[C:6]([CH:10]2[C:11]3[C:12](=[O:17])[CH2:13][CH2:14][CH2:15][C:16]=3[NH:30][C:18]3[CH2:23][CH2:22][CH2:21][CH2:20][C:19]2=3)[CH:7]=[CH:8][CH:9]=1)([O-:3])=[O:2] |f:2.3|. Procedure: A mixture of 2-(3-nitrophenylmethylene)cyclohexanone (4.69 g), 1,3-cyclohexanedione (2.28 g), ammonium acetate (2.35 g) and 90 mL of ethanol was stirred at reflux under nitrogen for 48 hours. The mixture was cooled in an ice bath and orange crystals were collected by filtration. The material was chromatographed with dichloromethane, ethyl ether:dichloromethane (2:98) and ethyl ether:dichloromethane (10:90) as the elutents. The solvent was evaporated and the residue recrystallized from toluene/he...